Dataset: the Open Reaction Database (ORD), a public repository of structured organic reaction records. Task: describe an organic reaction: reactants, conditions, products, and yield Reactants: CCS, CCSSCC, [Cl-], [Cl-], [Cl-], [Cl-], Cl, Oc1ccccc1, [Zr+4]. Yields the product CCSc1ccccc1O. As a reaction SMILES: [CH2:15]([SH:16])[CH3:17].[CH2:9]([CH3:10])[S:11][S:12][CH2:13][CH3:14].[Cl-:18].[Cl-:19].[Cl-:20].[Cl-:21].[ClH:8].[OH:1][c:2]1[cH:3][cH:4][cH:5][cH:6][cH:7]1.[Zr+4:22]>>[OH:1][c:2]1[c:3]([S:11][CH2:9][CH3:10])[cH:4][cH:5][cH:6][cH:7]1. Reactants: C(CC)C1CCC(CC1)C1=CC=C(C=C1)B(O)O (4-(4-propylcyclohexyl)phenylboronic acid), BrC=1C=C2CCC(OC2=CC1)=O (6-bromo-3,4-dihydrocoumarin), C([O-])([O-])=O.[K+].[K+] (potassium carbonate). Reagents/catalysts: [Br-].C(CCC)[N+](CCCC)(CCCC)CCCC (tetrabutylammonium bromide), C=1C=CC(=CC1)[P](C=2C=CC=CC2)(C=3C=CC=CC3)[Pd]([P](C=4C=CC=CC4)(C=5C=CC=CC5)C=6C=CC=CC6)([P](C=7C=CC=CC7)(C=8C=CC=CC8)C=9C=CC=CC9)[P](C=1C=CC=CC1)(C=1C=CC=CC1)C=1C=CC=CC1 (tetrakistriphenylphosphine-palladium). Solvent: COCCOC (DME), ice water. Product: C(CC)C1CCC(CC1)C1=CC=C(C=C1)C=1C=C2CCC(OC2=CC1)=O (6-(4-(4-propylcyclohexyl)phenyl)-3,4-dihydrocoumarin). Yield: 32.6%. As a reaction SMILES: [CH2:1]([CH:4]1[CH2:9][CH2:8][CH:7]([C:10]2[CH:15]=[CH:14][C:13](B(O)O)=[CH:12][CH:11]=2)[CH2:6][CH2:5]1)[CH2:2][CH3:3].Br[C:20]1[CH:21]=[C:22]2[C:27](=[CH:28][CH:29]=1)[O:26][C:25](=[O:30])[CH2:24][CH2:23]2.C(=O)([O-])[O-].[K+].[K+]>[Br-].C([N+](CCCC)(CCCC)CCCC)CCC.COCCOC.C1C=CC([P]([Pd]([P](C2C=CC=CC=2)(C2C=CC=CC=2)C2C=CC=CC=2)([P](C2C=CC=CC=2)(C2C=CC=CC=2)C2C=CC=CC=2)[P](C2C=CC=CC=2)(C2C=CC=CC=2)C2C=CC=CC=2)(C2C=CC=CC=2)C2C=CC=CC=2)=CC=1>[CH2:1]([CH:4]1[CH2:9][CH2:8][CH:7]([C:10]2[CH:15]=[CH:14][C:13]([C:20]3[CH:21]=[C:22]4[C:27](=[CH:28][CH:29]=3)[O:26][C:25](=[O:30])[CH2:24][CH2:23]4)=[CH:12][CH:11]=2)[CH2:6][CH2:5]1)[CH2:2][CH3:3] |f:2.3.4,5.6,^1:64,66,85,104|. Reported procedure: 4-(4-propylcyclohexyl)phenylboronic acid (1.3 g), 6-bromo-3,4-dihydrocoumarin (1.0 g), potassium carbonate (1.2 g), tetrakistriphenylphosphine-palladium (51 mg), and tetrabutylammonium bromide (10 mg) were suspended in DME (10 ml), and the suspension was stirred under reflux by heating for 3 hours. After completion of the reaction, the reaction mixture was added in ice water and extracted with toluene. An organic layer was washed with water and then dried over anhydrous magnesium sulfate. The so... Starting materials: solution, C(CNC(=O)C1=CC=CC=C1)(=O)N[C@@H](CC1=CNC=N1)C(=O)N[C@@H](CC(C)C)C(=O)O (hippuryl-histidyl-leucine), test compound, trishydrochloric acid, [Cl-].[Na+] (sodium chloride), C[C@@H](C(=O)O)NC(=O)[C@@H]1CCCN1C(=O)[C@H](CC2=CN=CN2)NC(=O)[C@H](C(C)C)NC(=O)[C@H](CC=3C=CC(=CC3)O)NC(=O)[C@H](C(C)C)NC(=O)[C@H](CCCNC(=N)N)NC(=O)[C@H](CC(=O)O)N (angiotensin). Solvent: O (water). Reaction conditions: time 20 minute. Product: N[C@@H](CC1=CNC=N1)C(=O)N[C@@H](CC(C)C)C(=O)O (histidyl-leucine). As a reaction SMILES: C([NH:13][C@H:14]([C:21]([NH:23][C@H:24]([C:29]([OH:31])=[O:30])[CH2:25][CH:26]([CH3:28])[CH3:27])=[O:22])[CH2:15][C:16]1[N:20]=[CH:19][NH:18][CH:17]=1)(=O)CNC(C1C=CC=CC=1)=O.[Cl-].[Na+].C[C@H](NC([C@H]1N(C([C@@H](NC([C@@H](NC([C@@H](NC([C@@H](NC([C@@H](NC([C@@H](N)CC(O)=O)=O)CCCNC(N)=N)=O)C(C)C)=O)CC2C=CC(O)=CC=2)=O)C(C)C)=O)CC2NC=NC=2)=O)CCC1)=O)C(O)=O>O>[NH2:13][C@H:14]([C:21]([NH:23][C@H:24]([C:29]([OH:31])=[O:30])[CH2:25][CH:26]([CH3:27])[CH3:28])=[O:22])[CH2:15][C:16]1[N:20]=[CH:19][NH:18][CH:17]=1 |f:1.2|. Procedure details: 50 μl of a solution containing 0.01 mole/liter of hippuryl-histidyl-leucine (substrate) and 0-100 μl of a test compound solution were added to 300 μl of a 0.2 M trishydrochloric acid buffer solution containing 0.2 mole/liter of sodium chloride. The total volume of said mixture was adjusted to 450 μl with water. Then, 50 μl of angiotensin-converting enzyme (ACE) isolated from pig's renal cortex were added to the mixture, and the mixture was allowed to stand at 37° C. for 20 minutes. The amount of... The reactants are FC(C1=CC=C(CN)C=C1)(F)F (4-trifluoromethylbenzylamine), C(C)(C)(C)OC(=O)C1=C(C=CC=C1)C1=CC=C(C=C1)CN1C(=C(C2=CC(=CC=C12)C(=O)O)C)C (1-((2′-(tert-butoxycarbonyl)biphenyl-4-yl)methyl)-2,3-dimethyl-1H-indole-5-carboxylic acid). The product is CC=1N(C2=CC=C(C=C2C1C)C(NCC1=CC=C(C=C1)C(F)(F)F)=O)CC1=CC=C(C=C1)C=1C(=CC=CC1)C(=O)O (4′-((2,3-dimethyl-5-(4-(trifluoromethyl)benzylcarbamoyl)-1H-indol-1-yl)methyl)biphenyl-2-carboxylic acid). Reaction SMILES: [F:1][C:2]([F:12])([F:11])[C:3]1[CH:10]=[CH:9][C:6]([CH2:7][NH2:8])=[CH:5][CH:4]=1.C([O:17][C:18]([C:20]1[CH:25]=[CH:24][CH:23]=[CH:22][C:21]=1[C:26]1[CH:31]=[CH:30][C:29]([CH2:32][N:33]2[C:41]3[C:36](=[CH:37][C:38]([C:42](O)=[O:43])=[CH:39][CH:40]=3)[C:35]([CH3:45])=[C:34]2[CH3:46])=[CH:28][CH:27]=1)=[O:19])(C)(C)C>>[CH3:46][C:34]1[N:33]([CH2:32][C:29]2[CH:30]=[CH:31][C:26]([C:21]3[C:20]([C:18]([OH:19])=[O:17])=[CH:25][CH:24]=[CH:23][CH:22]=3)=[CH:27][CH:28]=2)[C:41]2[C:36]([C:35]=1[CH3:45])=[CH:37][C:38]([C:42](=[O:43])[NH:8][CH2:7][C:6]1[CH:9]=[CH:10][C:3]([C:2]([F:11])([F:12])[F:1])=[CH:4][CH:5]=1)=[CH:39][CH:40]=2. Reported procedure: The title compound was prepared following the same general protocol as described in Steps 8-9, Example 1, using 4-trifluoromethylbenzylamine and 1-((2′-(tert-butoxycarbonyl)biphenyl-4-yl)methyl)-2,3-dimethyl-1H-indole-5-carboxylic acid. LC-MS 557 (M+H). Reactants: N,N'-carbonyldiimidazole, C(C)(C)(C)OC(=O)N[C@@H]1CC2=CC(=CC=C2CC1)OCCCC(=O)O ((S)-4-[2-(tert-Butoxycarbonylamino)-1,2,3,4-tetrahydronaphthalen-7-yloxy]butyric acid), CNC (dimethylamine). The solvent is O1CCCC1 (tetrahydrofuran), O1CCCC1 (tetrahydrofuran). Run at time 45 minute. Yields the product C(C)(C)(C)OC(=O)N[C@@H]1CC2=CC(=CC=C2CC1)OCCCC(=O)N(C)C ((S)-4-[2-(tert-butoxycarbonylamino)-1,2,3,4-tetrahydronaphthalen-7-yloxy]-N,N-dimethylbutyramide). Yield: 92.1%. Reaction SMILES: [C:1]([O:5][C:6]([NH:8][C@H:9]1[CH2:18][CH2:17][C:16]2[C:11](=[CH:12][C:13]([O:19][CH2:20][CH2:21][CH2:22][C:23]([OH:25])=O)=[CH:14][CH:15]=2)[CH2:10]1)=[O:7])([CH3:4])([CH3:3])[CH3:2].[CH3:26][NH:27][CH3:28]>O1CCCC1>[C:1]([O:5][C:6]([NH:8][C@H:9]1[CH2:18][CH2:17][C:16]2[C:11](=[CH:12][C:13]([O:19][CH2:20][CH2:21][CH2:22][C:23]([N:27]([CH3:28])[CH3:26])=[O:25])=[CH:14][CH:15]=2)[CH2:10]1)=[O:7])([CH3:4])([CH3:3])[CH3:2]. Procedure details: (S)-4-[2-(tert-Butoxycarbonylamino)-1,2,3,4-tetrahydronaphthalen-7-yloxy]butyric acid (399 mg) was dissolved in tetrahydrofuran (5 ml), and N,N'-carbonyldiimidazole (204 mg) was added to the solution under ice-cooling with stirring. After reaction for 2 hours, a solution of dimethylamine (1.40 g) in tetrahydrofuran (2 ml) was added to the reaction mixture under ice-cooling with stirring. After reaction for 45 minutes and then at room temperature for 45 minutes, the reaction mixture was concentra...